Dataset: the Open Reaction Database (ORD), a public repository of structured organic reaction records. Task: describe an organic reaction: reactants, conditions, products, and yield Starting materials: Cl (hydrochloric acid), C1(CC1)N1C=C(C(C2=CC(=C(C=C12)F)F)=O)C(=O)O (1-cyclopropyl-6,7-difluoro-1,4-dihydro-4-oxo-3-quinolinecarboxylic acid), N1C(CNCC1)=O (2-piperazinone), N12CCN(CC1)CC2 (1,4-diazabicyclo[2.2.2]octane). Solvent: CS(=O)C (DMSO), O (water). The product is C1(CC1)N1C=C(C(C2=CC(=C(C=C12)N1CC(NCC1)=O)F)=O)C(=O)O (1-cyclopropyl-6-fluoro-1,4-dihydro-4-oxo-7-(3-oxo-1-piperazinyl)-3-quinolinecarboxylic acid). Yield: 72.4%. As a reaction SMILES: [CH:1]1([N:4]2[C:13]3[C:8](=[CH:9][C:10]([F:15])=[C:11](F)[CH:12]=3)[C:7](=[O:16])[C:6]([C:17]([OH:19])=[O:18])=[CH:5]2)[CH2:3][CH2:2]1.[NH:20]1[CH2:25][CH2:24][NH:23][CH2:22][C:21]1=[O:26].N12CCN(CC1)CC2.Cl>O.CS(C)=O>[CH:1]1([N:4]2[C:13]3[C:8](=[CH:9][C:10]([F:15])=[C:11]([N:23]4[CH2:24][CH2:25][NH:20][C:21](=[O:26])[CH2:22]4)[CH:12]=3)[C:7](=[O:16])[C:6]([C:17]([OH:19])=[O:18])=[CH:5]2)[CH2:3][CH2:2]1. Procedure: 5.3 g (20 mmol) of 1-cyclopropyl-6,7-difluoro-1,4-dihydro-4-oxo-3-quinolinecarboxylic acid are initially introduced into 50 ml of DMSO and heated with 2.4 g (24 mmol) of 2-piperazinone and 4.4 g (40 mmol) of 1,4-diazabicyclo[2.2.2]octane at 130° C. for 1 hour. After cooling, the suspension is adjusted to pH 5 with 2 N hydrochloric acid, 50 ml of water are added, and the precipitate is filtered off with suction, washed with water and methanol, and then boiled in 50 ml of methanol. 5 g (72% of the... Starting materials: CP(OC)(OC)=O (dimethyl methylphosphonate), C(CCC)[Li] (n-butyl lithium), CCCCCC (hexane), C(C)(=O)O (acetic acid), CC(C(=O)OCC)(CC#CC)C (ethyl 2,2-dimethyl-4-hexynoate). The solvent is C1CCOC1 (THF), O (water), C1CCOC1 (THF). Conditions: temperature -78 celsius, time 30 minute. Product: CC(C(CP(OC)(OC)=O)=O)(CC#CC)C (dimethyl 3,3-dimethyl-2-oxo-5-heptynylphosphonate). The yield is 90.9%. Reaction SMILES: C([Li])CCC.CCCCCC.[CH3:12][P:13](=[O:18])([O:16][CH3:17])[O:14][CH3:15].[CH3:19][C:20]([CH3:30])([CH2:26][C:27]#[C:28][CH3:29])[C:21](OCC)=[O:22].C(O)(=O)C>C1COCC1.O>[CH3:19][C:20]([CH3:30])([CH2:26][C:27]#[C:28][CH3:29])[C:21](=[O:22])[CH2:12][P:13](=[O:18])([O:16][CH3:17])[O:14][CH3:15]. Procedure: Under argon atmosphere, a solution of n-butyl lithium in hexane (33 ml, 0.054 mol, 1.04N) was added dropwise with stirring into a solution of dimethyl methylphosphonate (6.82 g, 0.055 mol) in anhydrous THF (100 ml) at -78° C. and the mixture was stirred for 30 min. at -78° C. To the mixture was added dropwise a solution of ethyl 2,2-dimethyl-4-hexynoate (3.7 g, 0.022 mol) in anhydrous THF (15 ml) and the mixture was stirred for 30 min. at -78° C. and then for one hour at room temperature. To the... Starting materials: 545, N1=CC=C(C=C1)CO (4-pyridylcarbinol), ICC (iodoethane), 1-methyl. Product: C(C)N1CCC(=CC1)CO (1-Ethyl-1,2,3,6-tetrahydropyridine-4-methanol). As a reaction SMILES: [N:1]1[CH:6]=[CH:5][C:4]([CH2:7][OH:8])=[CH:3][CH:2]=1.I[CH2:10][CH3:11]>>[CH2:10]([N:1]1[CH2:6][CH:5]=[C:4]([CH2:7][OH:8])[CH2:3][CH2:2]1)[CH3:11]. Procedure details: The title compound was prepared from 4-pyridylcarbinol and iodoethane following a similar procedure to that described for the 1-methyl analogue in J. Med. Chem., 1988, 31, 545(92%). Reactants: C[S-].[Na+] (Sodium thiomethoxide), ClCCCCCN1C(=NC=2C(=NC=3C=CC=CC3C21)N)CCC (1-(5-chloropentyl)-2-propyl-1H-imidazo[4,5-c]quinoline-4-amine), O (water). Run in CN(C=O)C (N,N-dimethylformamide). Reaction conditions: temperature 80 celsius, time 110 minute. Product: CSCCCCCN1C(=NC=2C(=NC=3C=CC=CC3C21)N)CCC (1-[5-(methylthio)pentyl]-2-propyl-1H-imidazo[4,5-c]quinoline-4-amine). The yield is 88.8%. As a reaction SMILES: Cl[CH2:2][CH2:3][CH2:4][CH2:5][CH2:6][N:7]1[C:19]2[C:18]3[CH:17]=[CH:16][CH:15]=[CH:14][C:13]=3[N:12]=[C:11]([NH2:20])[C:10]=2[N:9]=[C:8]1[CH2:21][CH2:22][CH3:23].[CH3:24][S-:25].[Na+].O>CN(C)C=O>[CH3:24][S:25][CH2:2][CH2:3][CH2:4][CH2:5][CH2:6][N:7]1[C:19]2[C:18]3[CH:17]=[CH:16][CH:15]=[CH:14][C:13]=3[N:12]=[C:11]([NH2:20])[C:10]=2[N:9]=[C:8]1[CH2:21][CH2:22][CH3:23] |f:1.2|. Reported procedure: A suspension of 1-(5-chloropentyl)-2-propyl-1H-imidazo[4,5-c]quinoline-4-amine (2.5 g, 7.56 mmol) in anhydrous N,N-dimethylformamide (38 mL) was heated to 80° C. to provide a light yellow solution. Sodium thiomethoxide (0.67 g of 95%, 9.07 mmol) was added in a single portion and heating was continued for 110 minutes. The resulting light brown suspension was poured into water (300 mL) with rapid stirring. A white solid precipitated. After the suspension had cooled to ambient temperature, several ... Starting materials: C(\C=C\CCCCCCC)(=O)O (trans-2-decenoic acid), C(C)N (ethylamine). The product is C(C)NC(\C=C\CCCCCCC)=O ((E)-N-ethyl dec-2-enamide). As a reaction SMILES: [C:1]([OH:12])(=O)/[CH:2]=[CH:3]/[CH2:4][CH2:5][CH2:6][CH2:7][CH2:8][CH2:9][CH3:10].[CH2:13]([NH2:15])[CH3:14]>>[CH2:13]([NH:15][C:1](=[O:12])/[CH:2]=[CH:3]/[CH2:4][CH2:5][CH2:6][CH2:7][CH2:8][CH2:9][CH3:10])[CH3:14]. Procedure details: The same operation as in Example 1-1 or 1-2 was carried out using trans-2-decenoic acid and ethylamine as starting materials to give the aimed compound. The reactants are COC=1C=C2C(=NC=NC2=CC1OC)OC1=CC=C(OCC(=O)O)C=C1 (2-{4-[(6,7-Dimethoxy-4-quinazolinyl)oxy]phenoxy}acetic acid), C1NCCC2=CC=CC=C12 (1,2,3,4-Tetrahydro-isoquinoline), C(O)([O-])=O.[Na+] (sodium hydrogencarbonate), CCN=C=NCCCN(C)C.Cl (WSC.HCl), C=1C=CC2=C(C1)N=NN2O (HOBT). Solvent: C(Cl)(Cl)Cl (chloroform), O (H2O). Run at time 8 hour. The product is COC=1C=C2C(=NC=NC2=CC1OC)OC1=CC=C(OCC(=O)N2CC3=CC=CC=C3CC2)C=C1 (2-{4-[(6,7-Dimethoxy-4-quinazolinyl)oxy]phenoxy}-1-(1,2,3,4-tetrahydro-2-isoquinolyl)-1-ethanone). Isolated yield 29.5%. As a reaction SMILES: [CH3:1][O:2][C:3]1[CH:4]=[C:5]2[C:10](=[CH:11][C:12]=1[O:13][CH3:14])[N:9]=[CH:8][N:7]=[C:6]2[O:15][C:16]1[CH:26]=[CH:25][C:19]([O:20][CH2:21][C:22]([OH:24])=O)=[CH:18][CH:17]=1.CCN=C=NCCCN(C)C.Cl.C1C=CC2N(O)N=NC=2C=1.[CH2:49]1[C:58]2[C:53](=[CH:54][CH:55]=[CH:56][CH:57]=2)[CH2:52][CH2:51][NH:50]1.C(=O)([O-])O.[Na+]>C(Cl)(Cl)Cl.O>[CH3:1][O:2][C:3]1[CH:4]=[C:5]2[C:10](=[CH:11][C:12]=1[O:13][CH3:14])[N:9]=[CH:8][N:7]=[C:6]2[O:15][C:16]1[CH:17]=[CH:18][C:19]([O:20][CH2:21][C:22]([N:50]2[CH2:51][CH2:52][C:53]3[C:58](=[CH:57][CH:56]=[CH:55][CH:54]=3)[CH2:49]2)=[O:24])=[CH:25][CH:26]=1 |f:1.2,5.6|. Procedure details: 2-{4-[(6,7-Dimethoxy-4-quinazolinyl)oxy]phenoxy}acetic acid (100 mg), WSC.HCl (81 mg), and HOBT.H2O (57 mg) were dissolved in chloroform (3 ml) to prepare a solution. 1,2,3,4-Tetrahydro-isoquinoline (45 mg) was then added to the solution, and the mixture was stirred at room temperature overnight. A saturated aqueous sodium hydrogencarbonate solution was added to the reaction solution, and the mixture was extracted with chloroform. The extract was washed with saturated brine and was then dried ov... Starting materials: Cl.NCCS (2-aminoethanethiol hydrochloride), C(C1=CC=CC=C1)Cl (benzyl chloride), C([O-])([O-])=O.[Cs+].[Cs+] (cesium carbonate). Solvent: CN(C)C=O (DMF), C(C)(=O)OCC (ethyl acetate). Conditions: time 8 hour. Yields the product C(C1=CC=CC=C1)SCCN (2-benzylthioethylamine). Reaction SMILES: Cl.[NH2:2][CH2:3][CH2:4][SH:5].[CH2:6](Cl)[C:7]1[CH:12]=[CH:11][CH:10]=[CH:9][CH:8]=1.C(=O)([O-])[O-].[Cs+].[Cs+]>CN(C=O)C.C(OCC)(=O)C>[CH2:6]([S:5][CH2:4][CH2:3][NH2:2])[C:7]1[CH:12]=[CH:11][CH:10]=[CH:9][CH:8]=1 |f:0.1,3.4.5|. Procedure: A suspension of 2-aminoethanethiol hydrochloride (2.27 g, 20.0 mmol), benzyl chloride (2.42 mL, 21.0 mmol) and cesium carbonate (19.5 g, 60 mmol) in DMF (100 mL) was stirred overnight. The reaction mixture was then diluted with ethyl acetate (200 mL) and filtered into a separation funnel. The solid residue was washed with ether (50 mL×3). The combined filtrates were then washed with water (80 mL×5) and brine (50 mL), dried over potassium carbonate and filtered. The filtrate was concentrated firs...